This data is from the Open Reaction Database (ORD), a public repository of structured organic reaction records. The task is: describe an organic reaction: reactants, conditions, products, and yield Reactants: COC(=O)C(CC1CCCCC1)N(Cc1ccccc1)Cc1ccccc1, CO, [Na+], [OH-]. The product is O=C(O)C(CC1CCCCC1)N(Cc1ccccc1)Cc1ccccc1. RXN SMILES: [CH2:1]([c:2]1[cH:3][cH:4][cH:5][cH:6][cH:7]1)[N:8]([CH2:9][c:10]1[cH:11][cH:12][cH:13][cH:14][cH:15]1)[CH:16]([C:17](=[O:18])[O:19][CH3:20])[CH2:21][CH:22]1[CH2:23][CH2:24][CH2:25][CH2:26][CH2:27]1.[CH3:30][OH:31].[Na+:29].[OH-:28]>>[CH2:1]([c:2]1[cH:3][cH:4][cH:5][cH:6][cH:7]1)[N:8]([CH2:9][c:10]1[cH:11][cH:12][cH:13][cH:14][cH:15]1)[CH:16]([C:17](=[O:18])[OH:19])[CH2:21][CH:22]1[CH2:23][CH2:24][CH2:25][CH2:26][CH2:27]1. Reactants: ClCCl, COC1=CC(=O)C(OC)=C(CCCCCCCC=CCCCCCCCC2=C(OC)C(=O)C=C(OC)C2=O)C1=O, O=C(O)c1cccc(Cl)c1. Yields the product COC1=CC(=O)C(OC)=C(CCCCCCCC2OC2CCCCCCCC2=C(OC)C(=O)C=C(OC)C2=O)C1=O. As a reaction SMILES: [CH2:51]([Cl:52])[Cl:53].[CH3:1][O:2][C:3]1=[C:8]([CH2:9][CH2:10][CH2:11][CH2:12][CH2:13][CH2:14][CH2:15][CH:16]=[CH:17][CH2:18][CH2:19][CH2:20][CH2:21][CH2:22][CH2:23][CH2:24][C:25]2=[C:26]([O:35][CH3:36])[C:27](=[O:34])[CH:28]=[C:29]([O:32][CH3:33])[C:30]2=[O:31])[C:7](=[O:37])[C:6]([O:38][CH3:39])=[CH:5][C:4]1=[O:40].[Cl:41][c:42]1[cH:43][c:44]([C:49](=[O:46])[OH:50])[cH:45][cH:47][cH:48]1>>[CH3:1][O:2][C:3]1=[C:8]([CH2:9][CH2:10][CH2:11][CH2:12][CH2:13][CH2:14][CH2:15][CH:16]2[CH:17]([CH2:18][CH2:19][CH2:20][CH2:21][CH2:22][CH2:23][CH2:24][C:25]3=[C:26]([O:35][CH3:36])[C:27](=[O:34])[CH:28]=[C:29]([O:32][CH3:33])[C:30]3=[O:31])[O:46]2)[C:7](=[O:37])[C:6]([O:38][CH3:39])=[CH:5][C:4]1=[O:40]. Reactants: [Br-], CC(C)(C)OC(=O)N1CC(O)C(C=Cc2ccccc2)C1, c1ccc(C[P+](c2ccccc2)(c2ccccc2)c2ccccc2)cc1, C1CCOC1, [Li]CCCC, CCO, Cl, [H][H], OC1CNCC1CCc1ccccc1, c1ncc2[nH]cnc2n1. The product is CC(C)(C)OC(=O)N1CC(O)C(CCc2ccccc2)C1. As a reaction SMILES: [Br-:16].[C:57]([CH3:58])([CH3:59])([CH3:60])[O:61][C:62](=[O:63])[N:64]1[CH2:65][CH:66]([OH:77])[CH:67]([CH:69]=[CH:70][c:71]2[cH:72][cH:73][cH:74][cH:75][cH:76]2)[CH2:68]1.[CH2:17]([P+:18]([c:19]1[cH:20][cH:21][cH:22][cH:23][cH:24]1)([c:25]1[cH:26][cH:27][cH:28][cH:29][cH:30]1)[c:31]1[cH:32][cH:33][cH:34][cH:35][cH:36]1)[c:37]1[cH:38][cH:39][cH:40][cH:41][cH:42]1.[CH2:80]1[O:81][CH2:82][CH2:83][CH2:84]1.[CH3:43][CH2:44][CH2:45][CH2:46][Li:47].[CH3:85][CH2:86][OH:87].[ClH:1].[H:78][H:79].[OH:2][CH:3]1[CH:4]([CH2:5][CH2:6][c:7]2[cH:8][cH:9][cH:10][cH:11][cH:12]2)[CH2:13][NH:14][CH2:15]1.[n:48]1[cH:49][c:50]2[c:51]([n:52][cH:53][nH:54]2)[n:55][cH:56]1>>[C:57]([CH3:58])([CH3:59])([CH3:60])[O:61][C:62](=[O:63])[N:64]1[CH2:65][CH:66]([OH:77])[CH:67]([CH2:69][CH2:70][c:71]2[cH:72][cH:73][cH:74][cH:75][cH:76]2)[CH2:68]1. Reactants: CCOC(=O)C=CCNc1ccccc1C(N)=O, CO, [H][H]. Product: CCOC(=O)CCCNc1ccccc1C(N)=O. Reaction SMILES: [CH2:1]([CH3:2])[O:3][C:4](=[O:5])[CH:6]=[CH:7][CH2:8][NH:9][c:10]1[c:11]([C:12](=[O:13])[NH2:14])[cH:15][cH:16][cH:17][cH:18]1.[CH3:21][OH:22].[H:19][H:20]>>[CH2:1]([CH3:2])[O:3][C:4](=[O:5])[CH2:6][CH2:7][CH2:8][NH:9][c:10]1[c:11]([C:12](=[O:13])[NH2:14])[cH:15][cH:16][cH:17][cH:18]1.